From a dataset of the Open Reaction Database (ORD), a public repository of structured organic reaction records. describe an organic reaction: reactants, conditions, products, and yield The reactants are CC=1NC=C(N1)C(=O)OCC (Ethyl 2-methyl-1H-imidazole-4-carboxylate), FC(CI)F (1,1-difluoro-2-iodoethane), [NH4+].[Cl-] (NH4Cl), [OH-].[K+] (KOH), FC(CI)F (1,1-Difluoro-2-iodoethane). Run in CN(C)C=O (DMF). Conditions: time 8 hour. The product is FC(CN1C(=NC(=C1)C(=O)OCC)C)F (Ethyl 1-(2,2-difluoroethyl)-2-methyl-1H-imidazole-4-carboxylate). Isolated yield 84.8%. Reaction SMILES: [CH3:1][C:2]1[NH:3][CH:4]=[C:5]([C:7]([O:9][CH2:10][CH3:11])=[O:8])[N:6]=1.[OH-].[K+].[F:14][CH:15]([F:18])[CH2:16]I.[NH4+].[Cl-]>CN(C=O)C>[F:14][CH:15]([F:18])[CH2:16][N:3]1[CH:4]=[C:5]([C:7]([O:9][CH2:10][CH3:11])=[O:8])[N:6]=[C:2]1[CH3:1] |f:1.2,4.5|. Procedure: Ethyl 2-methyl-1H-imidazole-4-carboxylate (1.622 mmol, 250 mg) and KOH (2.432 mmol, 136 mg) were suspended in DMF (2 ml). 1,1-Difluoro-2-iodoethane (4.86 mmol, 934 mg) was added and the resulting mixture was stirred overnight at RT. During the stirring additional 0.3 ml of 1,1-difluoro-2-iodoethane was added to complete the reaction. Aqueous NH4Cl solution was added and the mixture was extracted three times with EtOAc. The combined organics were washed with water, dried, filtered and evaporated....